From a dataset of the Open Reaction Database (ORD), a public repository of structured organic reaction records. describe an organic reaction: reactants, conditions, products, and yield The reactants are O (water), ClC1=C(NC=2C(=CSC2)CC#N)C(=CC=C1)Cl (4-(2,6-dichloroanilino)-3-thiophenacetonitrile), [OH-].[Na+] (sodium hydroxide), O (water). Run in CO (methanol). Product: ClC1=C(NC=2C(=CSC2)CC(=O)O)C(=CC=C1)Cl (4-(2,6-dichloroanilino)-3-thiophenacetic acid). RXN SMILES: [Cl:1][C:2]1[CH:16]=[CH:15][CH:14]=[C:13]([Cl:17])[C:3]=1[NH:4][C:5]1[C:6]([CH2:10][C:11]#N)=[CH:7][S:8][CH:9]=1.[OH-:18].[Na+].[OH2:20]>CO>[Cl:1][C:2]1[CH:16]=[CH:15][CH:14]=[C:13]([Cl:17])[C:3]=1[NH:4][C:5]1[C:6]([CH2:10][C:11]([OH:20])=[O:18])=[CH:7][S:8][CH:9]=1 |f:1.2|. Reported procedure: 31 g (0.11 mole) of 4-(2,6-dichloroanilino)-3-thiophenacetonitrile are boiled in a solution of 110 g of sodium hydroxide in 450 ml of water and 220 ml of methanol for 4 hours. The mixture is diluted with 2 liters of warm water and extracted with toluene, the aqueous phase is acidified and the precipitate of 4-(2,6-dichloroanilino)-3-thiophenacetic acid, which has formed, is filtered off. The precipitate is boiled up with diisopropyl ether and dried; it then melts at 179° to 180°. The reactants are C1(=CC=CC=C1)N1N=NN=C1S (1-phenyl-5-mercaptotetrazole), C1(=CC=CC=C1)N1N=NN(C1=S)CCl (1-phenyl-4-chloromethyltetrazolin-5-thione), C=O (formaldehyde), S(=O)(Cl)Cl (thionyl chloride), OC1(CC=C(C=C1)O)C1=C(C2=CC=CC=C2C=C1)C(=O)NOC(C)CCCCCCCCCCCC (1,4-dihydroxy-N-(2-tetradecyloxy)-phenylnaphthamide), [O-]CC.[Na+] (sodium ethoxide). Run in C1=CC=CC=C1 (benzene), CN(C)C=O (DMF). The product is C1(=CC=CC=C1)N1N=NN(C1=S)CO (1-Phenyl-4-hydroxymethyltetrazolin-5-thione), ( 42 ). As a reaction SMILES: [C:1]1([N:7]2[C:11]([SH:12])=[N:10][N:9]=[N:8]2)[CH:6]=[CH:5][CH:4]=[CH:3][CH:2]=1.C=O.S(Cl)(Cl)=O.C1(N2C(=S)N(CCl)N=N2)C=CC=CC=1.[OH:33][C:34]1(C2C=CC3C(=CC=CC=3)C=2C(NOC(CCCCCCCCCCCC)C)=O)C=CC(O)=CC1.[O-]CC.[Na+]>C1C=CC=CC=1.CN(C=O)C>[C:1]1([N:7]2[C:11](=[S:12])[N:10]([CH2:34][OH:33])[N:9]=[N:8]2)[CH:2]=[CH:3][CH:4]=[CH:5][CH:6]=1 |f:5.6|. Procedure details: 1-Phenyl-4-hydroxymethyltetrazolin-5-thione which was prepared from 1-phenyl-5-mercaptotetrazole and an excess amount of formaldehyde was reacted with 2 to 5 times on a molar basis of thionyl chloride in benzene at 50° C. for 3 hours to prepare 1-phenyl-4-chloromethyltetrazolin-5-thione. This was reacted with an equimolar amount of 1,4-dihydroxy-N-(2-tetradecyloxy)-phenylnaphthamide in DMF in the presence of 1.5 to 3 times on a molar basis of sodium ethoxide to obtain Coupler (42). Reactants: C(C1=CC=CC=C1)ONC1=C(C(=NC(=N1)NC=O)Cl)NC=O (6-Benzyloxyamino-4-chloro-2,5-diformamidopyrimidine). Run in C(C)(=O)OC(OCC)OCC (diethoxymethyl acetate). Run at temperature 20 celsius, time 1 hour. Product: C(C1=CC=CC=C1)ON1C2=NC(=NC(=C2N=C1)Cl)NC=O (9-Benzyloxy-6-chloro-2-formamidopurine). Isolated yield 61.8%. As a reaction SMILES: [CH2:1]([O:8][NH:9][C:10]1[N:15]=[C:14]([NH:16][CH:17]=[O:18])[N:13]=[C:12]([Cl:19])[C:11]=1[NH:20][CH:21]=O)[C:2]1[CH:7]=[CH:6][CH:5]=[CH:4][CH:3]=1>C(OC(OCC)OCC)(=O)C>[CH2:1]([O:8][N:9]1[CH:21]=[N:20][C:11]2[C:10]1=[N:15][C:14]([NH:16][CH:17]=[O:18])=[N:13][C:12]=2[Cl:19])[C:2]1[CH:7]=[CH:6][CH:5]=[CH:4][CH:3]=1. Reported procedure: 6-Benzyloxyamino-4-chloro-2,5-diformamidopyrimidine (1.2 g, 3.73 mmol) and diethoxymethyl acetate (20 ml) was stirred at 120° C. for 2.5 hours, cooled and evaporated under reduced pressure. A solution of the residue in methanol (20 ml) and 0.880 ammonia (2 ml) was stirred at 20° C. for 1 hour, the solvent removed under reduced pressure and the residue co-evaporated with methanol. Column chromatography on silica gel (eluted with chloroform-ethanol, 100:1) afforded the title compound (700 mg, 62%)... Reactants: known compound, C1(=CC=CC2=CC=CC=C12)CC#N ((1-naphthyl)acetonitrile), C(C=C)(=O)OC (methyl acrylate). Solvent: C(C)(C)(C)O (t-butyl alcohol). The product is COC(CCC(CCC(=O)OC)(C1=CC=CC2=CC=CC=C12)C#N)=O (dimethyl-4-cyano-4-(1-naphthyl)pimelate). The yield is 59.0%. As a reaction SMILES: [C:1]1([CH2:11][C:12]#[N:13])[C:10]2[C:5](=[CH:6][CH:7]=[CH:8][CH:9]=2)[CH:4]=[CH:3][CH:2]=1.[C:14]([O:18][CH3:19])(=[O:17])[CH:15]=[CH2:16]>C(O)(C)(C)C>[CH3:19][O:18][C:14](=[O:17])[CH2:15][CH2:16][C:11]([C:12]#[N:13])([C:1]1[C:10]2[C:5](=[CH:6][CH:7]=[CH:8][CH:9]=2)[CH:4]=[CH:3][CH:2]=1)[CH2:16][CH2:15][C:14]([O:18][CH3:19])=[O:17]. Procedure details: A mixture of 20.9 g. (0.125 mole) of the known compound (1-naphthyl)acetonitrile and 58 ml. of methyl acrylate in 60 ml. of t-butyl alcohol is heated to reflux. The heat is removed and 19 ml. of 40% methanolic Triton B in 28 ml. of t-butyl alcohol quickly added. After about 4 hours of heating at refux the mixture is allowed to cool and taken up in water and benzene. The organic layer is washed successively with 2.5 N hydrochloric acid, water and brine and then evaporated to dryness. The residue ... Reactants: CC(C)(C)OC(=O)C(c1ccc(Cn2ccnc2-c2ccccc2)cc1)C1CCCC1, Cl, C1COCCO1. Yields the product O=C(O)C(c1ccc(Cn2ccnc2-c2ccccc2)cc1)C1CCCC1. As a reaction SMILES: [CH:1]1([CH:6]([C:7](=[O:8])[O:9][C:10]([CH3:11])([CH3:12])[CH3:13])[c:14]2[cH:15][cH:16][c:17]([CH2:20][n:21]3[c:22](-[c:26]4[cH:27][cH:28][cH:29][cH:30][cH:31]4)[n:23][cH:24][cH:25]3)[cH:18][cH:19]2)[CH2:2][CH2:3][CH2:4][CH2:5]1.[ClH:32].[O:33]1[CH2:34][CH2:35][O:36][CH2:37][CH2:38]1>>[CH:1]1([CH:6]([C:7](=[O:8])[OH:9])[c:14]2[cH:15][cH:16][c:17]([CH2:20][n:21]3[c:22](-[c:26]4[cH:27][cH:28][cH:29][cH:30][cH:31]4)[n:23][cH:24][cH:25]3)[cH:18][cH:19]2)[CH2:2][CH2:3][CH2:4][CH2:5]1. Starting materials: Cc1ccccc1, Clc1ccccc1, F, [K], CCCc1c(Cc2ccc(-c3ccccc3C#N)cc2)c(=O)n(C2CCC(OCC3CO3)CC2)c2ncnn12. Yields the product CCCc1c(Cc2ccc(-c3ccccc3C#N)cc2)c(=O)n(C2CCC(OCC(O)CF)CC2)c2ncnn12. Reaction SMILES: [CH3:49][c:50]1[cH:51][cH:52][cH:53][cH:54][cH:55]1.[Cl:42][c:43]1[cH:44][cH:45][cH:46][cH:47][cH:48]1.[FH:40].[K:41].[O:1]1[CH:2]([CH2:4][O:5][CH:6]2[CH2:7][CH2:8][CH:9]([n:12]3[c:13]4[n:14]([c:15]([CH2:34][CH2:35][CH3:36])[c:16]([CH2:19][c:20]5[cH:21][cH:22][c:23](-[c:26]6[c:27]([C:32]#[N:33])[cH:28][cH:29][cH:30][cH:31]6)[cH:24][cH:25]5)[c:17]3=[O:18])[n:37][cH:38][n:39]4)[CH2:10][CH2:11]2)[CH2:3]1>>[OH:1][CH:2]([CH2:3][F:40])[CH2:4][O:5][CH:6]1[CH2:7][CH2:8][CH:9]([n:12]2[c:13]3[n:14]([c:15]([CH2:34][CH2:35][CH3:36])[c:16]([CH2:19][c:20]4[cH:21][cH:22][c:23](-[c:26]5[c:27]([C:32]#[N:33])[cH:28][cH:29][cH:30][cH:31]5)[cH:24][cH:25]4)[c:17]2=[O:18])[n:37][cH:38][n:39]3)[CH2:10][CH2:11]1.